Dataset: the Open Reaction Database (ORD), a public repository of structured organic reaction records. Task: describe an organic reaction: reactants, conditions, products, and yield The product is C(CCC)N1C(N(C(C=2NC(=NC12)Cl)=O)CCCCC1=NOC(=N1)C1=NC=C(C=C1)O)=O (3-Butyl-8-chloro-1-{4-[5-(5-hydroxy-2-pyridinyl)-1,2,4-oxadiazol-3-yl]butyl}-3,7-dihydro-1H-purine-2,6-dione). Procedure: 5-Hydroxy-2-pyridinecarboxylic acid (24 mg, 0.17 mmol) and CDl (31 mg, 0.19 mmol) were stirred in anhydrous DMSO (0.9 ml) at rt for 1 h. (1Z)-5-(3-Butyl-8-chloro-2,6-dioxo-2,3,6,7-tetrahydro-1H-purin-1-yl)-N-hydroxypentanimidamide (68 mg, 0.19 mmol) was added and the mixture was stirred at 90° C. for 16 h. The mixture was purified by MDAP and the product fractions concentrated to give the title compound as a white solid (19 mg, 24%). Yield: 24.3%. Conditions: temperature 90 celsius, time 16 hour. Starting materials: OC=1C=CC(=NC1)C(=O)O (5-Hydroxy-2-pyridinecarboxylic acid), C(CCC)N1C(N(C(C=2NC(=NC12)Cl)=O)CCCC/C(/NO)=N/[H])=O ((1Z)-5-(3-Butyl-8-chloro-2,6-dioxo-2,3,6,7-tetrahydro-1H-purin-1-yl)-N-hydroxypentanimidamide). Solvent: CS(=O)C (DMSO). Reaction SMILES: [OH:1][C:2]1[CH:3]=[CH:4][C:5]([C:8]([OH:10])=O)=[N:6][CH:7]=1.[CH2:11]([N:15]1[C:23]2[N:22]=[C:21]([Cl:24])[NH:20][C:19]=2[C:18](=[O:25])[N:17]([CH2:26][CH2:27][CH2:28][CH2:29]/[C:30](=[N:33]/[H])/[NH:31]O)[C:16]1=[O:35])[CH2:12][CH2:13][CH3:14]>CS(C)=O>[CH2:11]([N:15]1[C:23]2[N:22]=[C:21]([Cl:24])[NH:20][C:19]=2[C:18](=[O:25])[N:17]([CH2:26][CH2:27][CH2:28][CH2:29][C:30]2[N:31]=[C:8]([C:5]3[CH:4]=[CH:3][C:2]([OH:1])=[CH:7][N:6]=3)[O:10][N:33]=2)[C:16]1=[O:35])[CH2:12][CH2:13][CH3:14]. The reactants are CC1(C(CCC1)=O)C (2,2-dimethylcyclopentanone), S(=O)(=O)(C1=CC=C(C)C=C1)C[N+]#[C-] (Tosylmethyl isocyanide), CC(C)([O-])C.[K+] (potassium t-butoxide), Cl (hydrochloric acid). Run in CO (methanol), C(C)(=O)OCC (ethyl acetate), CS(=O)C (dimethylsulfoxide). Reaction conditions: temperature 0 celsius, time 30 hour. The product is CC1(C(CCC1)C#N)C (2,2-Dimethylcyclopentanecarbonitrile). The yield is 31.0%. As a reaction SMILES: S([CH2:11][N+:12]#[C-])(C1C=CC(C)=CC=1)(=O)=O.CC(C)([O-])C.[K+].[CH3:20][C:21]1([CH3:27])[CH2:25][CH2:24][CH2:23][C:22]1=O.Cl>CS(C)=O.CO.C(OCC)(=O)C>[CH3:20][C:21]1([CH3:27])[CH2:25][CH2:24][CH2:23][CH:22]1[C:11]#[N:12] |f:1.2|. Procedure details: Tosylmethyl isocyanide (3.76 g, 19.3 mmol) was dissolved in dimethylsulfoxide (15 mL) and cooled to 0° C. Solid potassium t-butoxide (6.3 g, 59.2 mmol) was added and a thick brown precipitate formed. The reaction mixture was warmed to room temperature and 2,2-dimethylcyclopentanone (2.0 mL, 16.0 mmol) was added in anhydrous methanol (680 μL) and the reaction mixture was stirred for 30 hours. It was diluted with ethyl acetate, acidified with hydrochloric acid and extracted with hexanes. The extra... The reactants are C1(CC1)CC(C(=O)OCC)(F)F (ethyl 3-cyclopropyl-2,2-difluoropropanoate), ester, [BH4-].[Na+] (sodium borohydride), ice acetone. Solvent: C(C)O (ethanol), C(C)O (ethanol). Reaction conditions: temperature 5 celsius, time 3 hour. Yields the product C1(CC1)CC(CO)(F)F (3-cyclopropyl-2,2-difluoro-1-propanol). Yield: 85.2%. Reaction SMILES: [CH:1]1([CH2:4][C:5]([F:12])([F:11])[C:6](OCC)=[O:7])[CH2:3][CH2:2]1.[BH4-].[Na+]>C(O)C>[CH:1]1([CH2:4][C:5]([F:12])([F:11])[CH2:6][OH:7])[CH2:3][CH2:2]1 |f:1.2|. Procedure details: A solution of ethyl 3-cyclopropyl-2,2-difluoropropanoate (43.5 g, 0.244 mol), prepared as in Example 1, in absolute ethanol (100 mL) was added drop wise to a stirred slurry of sodium borohydride (9.45 g, 0.25 mol) in absolute ethanol (150 mL). The temperature of the mixture was allowed to rise to 35° C., whereupon cooling (ice/acetone bath) was applied and the temperature was maintained at 5° C. by controlling the rate of addition of the ester over 2 hours. The mixture then was stirred in an ice... The reactants are Fc1ccc(F)c2c(NCCc3ccc(Oc4cc(C(F)(F)F)ccn4)c(Br)c3)ncnc12, N#C[Cu], CN(C)C=O. The product is N#Cc1cc(CCNc2ncnc3c(F)ccc(F)c23)ccc1Oc1cc(C(F)(F)F)ccn1. As a reaction SMILES: [Br:1][c:2]1[cH:3][c:4]([CH2:19][CH2:20][NH:21][c:22]2[n:23][cH:24][n:25][c:26]3[c:27]([F:33])[cH:28][cH:29][c:30]([F:32])[c:31]23)[cH:5][cH:6][c:7]1[O:8][c:9]1[n:10][cH:11][cH:12][c:13]([C:15]([F:16])([F:17])[F:18])[cH:14]1.[Cu:34][C:35]#[N:36].[O:37]=[CH:38][N:39]([CH3:40])[CH3:41]>>[c:2]1([C:35]#[N:36])[cH:3][c:4]([CH2:19][CH2:20][NH:21][c:22]2[n:23][cH:24][n:25][c:26]3[c:27]([F:33])[cH:28][cH:29][c:30]([F:32])[c:31]23)[cH:5][cH:6][c:7]1[O:8][c:9]1[n:10][cH:11][cH:12][c:13]([C:15]([F:16])([F:17])[F:18])[cH:14]1. The reactants are CC(O)c1cccc(Br)c1, C=C[Sn](CCCC)(CCCC)CCCC, Cc1ccccc1, Cl[Pd]Cl, c1ccc(P(c2ccccc2)c2ccccc2)cc1, c1ccc(P(c2ccccc2)c2ccccc2)cc1. Product: C=Cc1cccc(C(C)O)c1. As a reaction SMILES: [Br:1][c:2]1[cH:3][c:4]([CH:8]([CH3:9])[OH:10])[cH:5][cH:6][cH:7]1.[CH2:11]([CH2:12][CH2:24][CH3:25])[Sn:13]([CH2:14][CH2:15][CH2:16][CH3:17])([CH2:18][CH2:19][CH2:20][CH3:21])[CH:22]=[CH2:23].[CH3:26][c:27]1[cH:28][cH:29][cH:30][cH:31][cH:32]1.[Pd:33]([Cl:34])[Cl:35].[c:36]1([P:37]([c:38]2[cH:39][cH:40][cH:41][cH:42][cH:43]2)[c:44]2[cH:45][cH:46][cH:47][cH:48][cH:49]2)[cH:50][cH:51][cH:52][cH:53][cH:54]1.[c:55]1([P:56]([c:57]2[cH:58][cH:59][cH:60][cH:61][cH:62]2)[c:63]2[cH:64][cH:65][cH:66][cH:67][cH:68]2)[cH:69][cH:70][cH:71][cH:72][cH:73]1>>[c:2]1([CH:11]=[CH2:12])[cH:3][c:4]([CH:8]([CH3:9])[OH:10])[cH:5][cH:6][cH:7]1. Reactants: N1(CCCCC1)CC1=CC(=NC=C1)OC\C=C/CNC(CCCCl)=O (N-[4-(4-piperidinomethyl-2-pyridyloxy) -cis-2-butenyl]-4-chlorobutyramide), OCCN1N=NN=C1S (1-(2-hydroxyethyl)-5-mercaptotetrazole). The product is N1(CCCCC1)CC1=CC(=NC=C1)OC\C=C/CNC(CCCSC1=NN=NN1CCO)=O (N-[4-(4-Piperidinomethyl-2-pyridyloxy)-cis-2-butenyl]-4-[1-(2-hydroxyethyl)tetrazol-5-ylthio]butyramide). Yield: 63.0%. RXN SMILES: [N:1]1([CH2:7][C:8]2[CH:13]=[CH:12][N:11]=[C:10]([O:14][CH2:15]/[CH:16]=[CH:17]\[CH2:18][NH:19][C:20](=[O:25])[CH2:21][CH2:22][CH2:23]Cl)[CH:9]=2)[CH2:6][CH2:5][CH2:4][CH2:3][CH2:2]1.[OH:26][CH2:27][CH2:28][N:29]1[C:33]([SH:34])=[N:32][N:31]=[N:30]1>>[N:1]1([CH2:7][C:8]2[CH:13]=[CH:12][N:11]=[C:10]([O:14][CH2:15]/[CH:16]=[CH:17]\[CH2:18][NH:19][C:20](=[O:25])[CH2:21][CH2:22][CH2:23][S:34][C:33]3[N:29]([CH2:28][CH2:27][OH:26])[N:30]=[N:31][N:32]=3)[CH:9]=2)[CH2:6][CH2:5][CH2:4][CH2:3][CH2:2]1. Reported procedure: Following a procedure similar to that described in Example 34, but using N-[4-(4-piperidinomethyl-2-pyridyloxy) -cis-2-butenyl]-4-chlorobutyramide (prepared as described in Preparation 2) and 1-(2-hydroxyethyl)-5-mercaptotetrazole as starting materials, in relative proportions similar to those used in that Example, the title compound was obtained as an oil in a 63% yield. Starting materials: CN(C)C=O, C(=NC1CCCCC1)=NC1CCCCC1, O=C(O)c1cc(Cl)cc(Cl)c1, CC(C)(C)NC(=O)C1CCCCC1CC(O)C(Cc1ccccc1)NC(=O)C(N)CC(N)=O, O, Oc1cccc2[nH]nnc12. The product is CC(C)(C)NC(=O)C1CCCCC1CC(O)C(Cc1ccccc1)NC(=O)C(CC(N)=O)NC(=O)c1cc(Cl)cc(Cl)c1. RXN SMILES: [CH3:71][N:72]([CH3:73])[CH:74]=[O:75].[CH:56]1([N:57]=[C:58]=[N:59][CH:60]2[CH2:61][CH2:62][CH2:63][CH2:64][CH2:65]2)[CH2:66][CH2:67][CH2:68][CH2:69][CH2:70]1.[Cl:34][c:35]1[cH:36][c:37]([C:38](=[O:39])[OH:40])[cH:41][c:42]([Cl:44])[cH:43]1.[NH2:1][CH:2]([CH2:3][C:4]([NH2:5])=[O:6])[C:7](=[O:8])[NH:9][CH:10]([CH:11]([CH2:12][CH:13]1[CH:14]([C:19](=[O:20])[NH:21][C:22]([CH3:23])([CH3:24])[CH3:25])[CH2:15][CH2:16][CH2:17][CH2:18]1)[OH:26])[CH2:27][c:28]1[cH:29][cH:30][cH:31][cH:32][cH:33]1.[OH2:45].[OH:46][c:47]1[c:48]2[n:49][n:50][nH:51][c:52]2[cH:53][cH:54][cH:55]1>>[NH:1]([CH:2]([CH2:3][C:4]([NH2:5])=[O:6])[C:7](=[O:8])[NH:9][CH:10]([CH:11]([CH2:12][CH:13]1[CH:14]([C:19](=[O:20])[NH:21][C:22]([CH3:23])([CH3:24])[CH3:25])[CH2:15][CH2:16][CH2:17][CH2:18]1)[OH:26])[CH2:27][c:28]1[cH:29][cH:30][cH:31][cH:32][cH:33]1)[C:38]([c:37]1[cH:36][c:35]([Cl:34])[cH:43][c:42]([Cl:44])[cH:41]1)=[O:39].